This data is from the Open Reaction Database (ORD), a public repository of structured organic reaction records. The task is: describe an organic reaction: reactants, conditions, products, and yield Starting materials: C(CCCCCCCCCCCCCCC)(=O)OC(C(=O)O)CCCCCCCCCCCCCC (2-hexadecanoyloxyhexadecanoic acid), NCC(=O)N[C@@H](CO)C(=O)O (N-glycyl-L-serine). Isolated yield 60.9%. The product is C(CCCCCCCCCCCCCCC)(=O)OC(C(=O)NCC(=O)N[C@@H](CO)C(=O)O)CCCCCCCCCCCCCC (N-[N-(2-hexadecanoyloxyhexadecanoyl)glycyl]-L-serine). Procedure: Starting from 2-hexadecanoyloxyhexadecanoic acid (128 mg) prepared by the method described in Preparation 7 and N-glycyl-L-serine (162 mg), N-[N-(2-hexadecanoyloxyhexadecanoyl)glycyl]-L-serine (100 mg) was obtained as powders according to a similar manner to that of Example 6. RXN SMILES: [C:1]([O:18][CH:19]([CH2:23][CH2:24][CH2:25][CH2:26][CH2:27][CH2:28][CH2:29][CH2:30][CH2:31][CH2:32][CH2:33][CH2:34][CH2:35][CH3:36])[C:20]([OH:22])=O)(=[O:17])[CH2:2][CH2:3][CH2:4][CH2:5][CH2:6][CH2:7][CH2:8][CH2:9][CH2:10][CH2:11][CH2:12][CH2:13][CH2:14][CH2:15][CH3:16].[NH2:37][CH2:38][C:39]([NH:41][C@H:42]([C:45]([OH:47])=[O:46])[CH2:43][OH:44])=[O:40]>>[C:1]([O:18][CH:19]([CH2:23][CH2:24][CH2:25][CH2:26][CH2:27][CH2:28][CH2:29][CH2:30][CH2:31][CH2:32][CH2:33][CH2:34][CH2:35][CH3:36])[C:20]([NH:37][CH2:38][C:39]([NH:41][C@H:42]([C:45]([OH:47])=[O:46])[CH2:43][OH:44])=[O:40])=[O:22])(=[O:17])[CH2:2][CH2:3][CH2:4][CH2:5][CH2:6][CH2:7][CH2:8][CH2:9][CH2:10][CH2:11][CH2:12][CH2:13][CH2:14][CH2:15][CH3:16]. Starting materials: BrCCOC (1-Bromo-2-methoxyethane), ClC=1C=C(C=2N(C1C)N=C(N2)CCC2=NC(=NN2C)N2CCCC2)O (6-chloro-5-methyl-2-(2-(1-methyl-3-(pyrrolidin-1-yl)-1H-1,2,4-triazol-5-yl)ethyl)-[1,2,4]triazolo[1,5-a]pyridin-8-ol), C(=O)([O-])[O-].[K+].[K+] (K2CO3). Run in CN(C=O)C (dimethylformamide). Conditions: temperature 50 celsius, time 2 hour. The product is ClC=1C=C(C=2N(C1C)N=C(N2)CCC=2N(N=C(N2)N2CCCC2)C)OCCOC (6-Chloro-8-(2-methoxyethoxy)-5-methyl-2-[2-(2-methyl-5-pyrrolidin-1-yl-1,2,4-triazol-3-yl)ethyl]-[1,2,4]triazolo[1,5-a]pyridine). Isolated yield 25.9%. RXN SMILES: Br[CH2:2][CH2:3][O:4][CH3:5].[Cl:6][C:7]1[CH:8]=[C:9]([OH:30])[C:10]2[N:11]([N:14]=[C:15]([CH2:17][CH2:18][C:19]3[N:23]([CH3:24])[N:22]=[C:21]([N:25]4[CH2:29][CH2:28][CH2:27][CH2:26]4)[N:20]=3)[N:16]=2)[C:12]=1[CH3:13].C([O-])([O-])=O.[K+].[K+]>CN(C)C=O>[Cl:6][C:7]1[CH:8]=[C:9]([O:30][CH2:2][CH2:3][O:4][CH3:5])[C:10]2[N:11]([N:14]=[C:15]([CH2:17][CH2:18][C:19]3[N:23]([CH3:24])[N:22]=[C:21]([N:25]4[CH2:29][CH2:28][CH2:27][CH2:26]4)[N:20]=3)[N:16]=2)[C:12]=1[CH3:13] |f:2.3.4|. Reported procedure: 1-Bromo-2-methoxyethane (10.7 mg, 7.26 μl, 77.3 μmol, Eq: 1.2) was added to 6-chloro-5-methyl-2-(2-(1-methyl-3-(pyrrolidin-1-yl)-1H-1,2,4-triazol-5-yl)ethyl)-[1,2,4]triazolo[1,5-a]pyridin-8-ol (23.3 mg, 64.4 μmol, Eq: 1.00) and K2CO3 (26.7 mg, 193 μmol, Eq: 3) in dimethylformamide (1 ml). The mixture was stirred at 50° C. for 2 h. The crude material was purified by preparative HPLC to give the desired product (7 mg, 25%) as a white powder. MS: m/z=420.6 (M+H+) Reactants: Cc1ccccc1, COc1ccc(C=O)cc1F, O, OCCO. The product is COc1ccc(C2OCCO2)cc1F. RXN SMILES: [CH3:17][c:18]1[cH:19][cH:20][cH:21][cH:22][cH:23]1.[F:1][c:2]1[cH:3][c:4]([CH:5]=[O:6])[cH:7][cH:8][c:9]1[O:10][CH3:11].[OH2:16].[OH:12][CH2:13][CH2:14][OH:15]>>[F:1][c:2]1[cH:3][c:4]([CH:5]2[O:6][CH2:14][CH2:13][O:12]2)[cH:7][cH:8][c:9]1[O:10][CH3:11]. Starting materials: CN1CCCC1=O, O=C=NCc1cccc(F)c1, CCOC(=O)C(=O)c1csc(N)n1, O. The product is CCOC(=O)C(=O)c1csc(NC(=O)NCc2cccc(F)c2)n1. As a reaction SMILES: [CH3:1][N:2]1[CH2:3][CH2:4][CH2:5][C:6]1=[O:7].[F:21][c:22]1[cH:23][c:24]([CH2:28][N:29]=[C:30]=[O:31])[cH:25][cH:26][cH:27]1.[NH2:8][c:9]1[s:10][cH:11][c:12]([C:14]([C:15](=[O:16])[O:17][CH2:18][CH3:19])=[O:20])[n:13]1.[OH2:32]>>[NH:8]([c:9]1[s:10][cH:11][c:12]([C:14]([C:15](=[O:16])[O:17][CH2:18][CH3:19])=[O:20])[n:13]1)[C:30]([NH:29][CH2:28][c:24]1[cH:23][c:22]([F:21])[cH:27][cH:26][cH:25]1)=[O:31]. Reactants: COC(=O)c1ccc(Sc2ccc(O)cc2)c([N+](=O)[O-])c1, CCO, [Cl-], [Fe], [NH4+], CN(C)C=O, C1CCOC1, O. Yields the product COC(=O)c1ccc(Sc2ccc(O)cc2)c(N)c1. As a reaction SMILES: [CH3:1][O:2][C:3]([c:4]1[cH:5][c:6]([N+:18]([O-:19])=[O:20])[c:7]([S:10][c:11]2[cH:12][cH:13][c:14]([OH:17])[cH:15][cH:16]2)[cH:8][cH:9]1)=[O:21].[CH3:35][CH2:36][OH:37].[Cl-:27].[Fe:38].[NH4+:28].[O:22]=[CH:23][N:24]([CH3:25])[CH3:26].[O:29]1[CH2:30][CH2:31][CH2:32][CH2:33]1.[OH2:34]>>[CH3:1][O:2][C:3]([c:4]1[cH:5][c:6]([NH2:18])[c:7]([S:10][c:11]2[cH:12][cH:13][c:14]([OH:17])[cH:15][cH:16]2)[cH:8][cH:9]1)=[O:21]. The reactants are N1=CC=C(C=C1)C=1C(=NN(C1)CC(F)(F)F)C1=CC=C(OCC2=NC3=CC=CC=C3N=C2)C=C1 (2-{4-[4-Pyridin-4-yl-1-(2,2,2-trifluoro-ethyl)-1H-pyrazol-3-yl]-phenoxymethyl}-quinoxaline), CN1N=C(C(=C1)C1=CC=NC=C1)C1=CC=C(C=C1)O (4-(1-Methyl-4-pyridin4-yl-1H-pyrazol-3-yl)-phenol), ClC1=CC(=NC2=CC=CC=C12)CO ((4-Chloro-quinolin-2-yl)-methanol). Yields the product ClC1=CC(=NC2=CC=CC=C12)COC1=CC=C(C=C1)C1=NN(C=C1C1=CC=NC=C1)C (4-Chloro-2-[4-(1-methyl4-pyridin-4-yl-1H-pyrazol-3-yl)-phenoxymethyl]-quinoline). Reaction SMILES: [N:1]1[CH:6]=[CH:5][C:4]([C:7]2[C:8]([C:17]3[CH:34]=[CH:33][C:20]([O:21][CH2:22][C:23]4[CH:32]=N[C:30]5[C:25](=[CH:26][CH:27]=[CH:28][CH:29]=5)[N:24]=4)=[CH:19][CH:18]=3)=[N:9][N:10]([CH2:12]C(F)(F)F)[CH:11]=2)=[CH:3][CH:2]=1.CN1C=C(C2C=CN=CC=2)C(C2C=CC(O)=CC=2)=N1.[Cl:54][C:55]1C2C(=CC=CC=2)N=C(CO)C=1>>[Cl:54][C:55]1[C:30]2[C:25](=[CH:26][CH:27]=[CH:28][CH:29]=2)[N:24]=[C:23]([CH2:22][O:21][C:20]2[CH:19]=[CH:18][C:17]([C:8]3[C:7]([C:4]4[CH:3]=[CH:2][N:1]=[CH:6][CH:5]=4)=[CH:11][N:10]([CH3:12])[N:9]=3)=[CH:34][CH:33]=2)[CH:32]=1. Procedure: Following the procedure for the preparation of 2-{4-[4-Pyridin-4-yl-1-(2,2,2-trifluoro-ethyl)-1H-pyrazol-3-yl]-phenoxymethyl}-quinoxaline but substituting 4-(1-Methyl-4-pyridin4-yl-1H-pyrazol-3-yl)-phenol and (4-Chloro-quinolin-2-yl)-methanol provided the title compound. 1H NMR (400 MHz, CDCl3) δ 8.43 (d, J=4.6 Hz, 2 H), 8.18 (d, J=8.7 Hz, 1H), 8.04 (d, J=7.9 Hz, 1H), 7.73 (m, 2H), 7.60 (t, J=7.1 Hz, 1 H), 7.52 (s, 1 H), 7.37 (d, J=9.1, Hz, 2 H), 7.12 (d, J=6.2 Hz, 2H), 6.98 (d, J=8.7 Hz, 2 H), ... Procedure details: A solution of 100 mg of auramycin A in 50 ml of 0.5% hydrochloric acid was hydrolyzed at room temperature for 40 minutes. The reaction mixture was neutralised by dilute sodium hydroxide solution and extracted with 100 ml of chloroform twice. The chloroform extracts were combined and concentrated in vacuo to a small volume. The concentrate was chromatographed with thin layer chromatography plates (chloroform:methanol, 5:1). The bands containing auramycin C and D were scraped off, extracted with a... The solvent is Cl (hydrochloric acid). Reaction SMILES: [CH3:1][C@@H:2]1[O:7][C@@H:6]([O:8][C@@H:9]2[C:14]3[C:15]([OH:30])=[C:16]4[C:23](=[O:24])[C:22]5[C:25]([OH:29])=[CH:26][CH:27]=[CH:28][C:21]=5[C:19](=[O:20])[C:17]4=[CH:18][C:13]=3[C@@H:12]([C:31]([O:33][CH3:34])=[O:32])[C@@:11]([OH:36])([CH3:35])[CH2:10]2)[CH2:5][C@H:4]([N:37]([CH3:39])[CH3:38])[C@@H:3]1[O:40][C@@H:41]1[O:46][C@@H:45]([CH3:47])[C@@H:44]([O:48][C@@H]2O[C@@H](C)C(=O)CC2)[C@@H:43]([OH:57])[CH2:42]1.[OH-].[Na+]>Cl>[CH3:47][C@@H:45]1[O:46][C@@H:41]([O:40][CH:3]2[C@@H:4]([N:37]([CH3:38])[CH3:39])[CH2:5][C@H:6]([O:8][C@@H:9]3[C:14]4[C:15]([OH:30])=[C:16]5[C:23](=[O:24])[C:22]6[C:25]([OH:29])=[CH:26][CH:27]=[CH:28][C:21]=6[C:19](=[O:20])[C:17]5=[CH:18][C:13]=4[C@@H:12]([C:31]([O:33][CH3:34])=[O:32])[C@@:11]([OH:36])([CH3:35])[CH2:10]3)[O:7][C@H:2]2[CH3:1])[CH2:42][C@H:43]([OH:57])[C@@H:44]1[OH:48].[CH3:1][CH:2]1[O:7][CH:6]([O:8][CH:9]2[C:14]3[C:15]([OH:30])=[C:16]4[C:23](=[O:24])[C:22]5[C:25]([OH:29])=[CH:26][CH:27]=[CH:28][C:21]=5[C:19](=[O:20])[C:17]4=[CH:18][C:13]=3[CH:12]([C:31]([O:33][CH3:34])=[O:32])[C:11]([OH:36])([CH3:35])[CH2:10]2)[CH2:5][CH:4]([N:37]([CH3:39])[CH3:38])[CH:3]1[OH:40] |f:1.2|. Starting materials: C[C@H]1[C@H]([C@H](C[C@@H](O1)O[C@H]2C[C@@]([C@@H](C3=C2C(=C4C(=C3)C(=O)C5=C(C4=O)C(=CC=C5)O)O)C(=O)OC)(C)O)N(C)C)O[C@H]6C[C@@H]([C@@H]([C@@H](O6)C)O[C@H]7CCC(=O)[C@@H](O7)C)O (auramycin A), [OH-].[Na+] (sodium hydroxide). Product: C[C@H]1[C@H]([C@H](C[C@@H](O1)OC2[C@@H](O[C@H](C[C@@H]2N(C)C)O[C@H]3C[C@@]([C@@H](C4=C3C(=C5C(=C4)C(=O)C6=C(C5=O)C(=CC=C6)O)O)C(=O)OC)(C)O)C)O)O (auramycin C), CC1C(C(CC(O1)OC2CC(C(C3=C2C(=C4C(=C3)C(=O)C5=C(C4=O)C(=CC=C5)O)O)C(=O)OC)(C)O)N(C)C)O (auramycin D). The reactants are [C@H]12[C@H](CC[C@@H]2O1)N(C(OC(C)(C)C)=O)S(=O)(=O)C1=C(C=CC=C1)[N+](=O)[O-] (tert-butyl (1R*,2S*,5S*)-6-oxabicyclo[3.1.0]hexan-2-yl((2-nitrophenyl)sulfonyl)-carbamate), 15. Run in CO (MeOH). Run at temperature 25 celsius, time 1.5 hour. Yields the product O[C@@H]1CC[C@H]2N(C(O[C@H]21)=O)S(=O)(=O)C2=C(C=CC=C2)[N+](=O)[O-] ((3aR*,6R*,6aR*)-6-Hydroxy-3-((2-nitrophenyl)sulfonyl)hexahydro-2H-cyclopenta[d]-oxazol-2-one). As a reaction SMILES: [C@H:1]12[O:6][C@H:5]1[CH2:4][CH2:3][C@@H:2]2[N:7]([S:15]([C:18]1[CH:23]=[CH:22][CH:21]=[CH:20][C:19]=1[N+:24]([O-:26])=[O:25])(=[O:17])=[O:16])[C:8](=[O:14])[O:9]C(C)(C)C>CO>[OH:6][C@H:5]1[C@H:1]2[C@H:2]([N:7]([S:15]([C:18]3[CH:23]=[CH:22][CH:21]=[CH:20][C:19]=3[N+:24]([O-:26])=[O:25])(=[O:16])=[O:17])[C:8](=[O:14])[O:9]2)[CH2:3][CH2:4]1. Reported procedure: To a solution of tert-butyl (1R*,2S*,5S*)-6-oxabicyclo[3.1.0]hexan-2-yl((2-nitrophenyl)sulfonyl)-carbamate (2.0 g, 5.10 mmol) in MeOH (40 mL) was added Amberlyst 15 (4.0 g) and the resulting suspension was stirred for 1.5 h at 25° C. The reaction mixture was filtered and concentrated. The title compound was obtained after purification by flash chromatography (heptane-EtOAc 90:10→EtOAc) as a beige solid (1.24 g, 73%): TLC (heptane/EtOAc 1:2) Rf=0.36; tR=0.80 min (UPLC 1), tR, 0.77 min (LC-MS 3); ...